From a dataset of the Open Reaction Database (ORD), a public repository of structured organic reaction records. describe an organic reaction: reactants, conditions, products, and yield The reactants are CC1=NC(=NC=C1)NC1=CC(=CC(=C1)B1OC(C(O1)(C)C)(C)C)C (4-methyl-N-[3-methyl-5-(4,4,5,5-tetramethyl-1,3,2-dioxaborolan-2-yl)phenyl]pyrimidin-2-amine), BrC1=CN=CS1 (5-bromo-1,3-thiazole), CC(C)C1=CC(=C(C(=C1)C(C)C)C2=C(C=CC=C2)P(C3CCCCC3)C4CCCCC4)C(C)C (X-Phos), C([O-])([O-])=O.[Cs+].[Cs+] (cesium carbonate). The reagents and catalysts are C=1C=CC(=CC1)/C=C/C(=O)/C=C/C2=CC=CC=C2.C=1C=CC(=CC1)/C=C/C(=O)/C=C/C2=CC=CC=C2.C=1C=CC(=CC1)/C=C/C(=O)/C=C/C2=CC=CC=C2.[Pd].[Pd] (Pd2(dba)3). Run at temperature 100 celsius. Yields the product CC1=NC(=NC=C1)NC1=CC(=CC(=C1)C1=CN=CS1)C (4-methyl-N-[3-methyl-5-(1,3-thiazol-5-yl)phenyl]pyrimidin-2-amine). The yield is 55.5%. As a reaction SMILES: [CH3:1][C:2]1[CH:7]=[CH:6][N:5]=[C:4]([NH:8][C:9]2[CH:14]=[C:13](B3OC(C)(C)C(C)(C)O3)[CH:12]=[C:11]([CH3:24])[CH:10]=2)[N:3]=1.Br[C:26]1[S:30][CH:29]=[N:28][CH:27]=1.CC(C1C=C(C(C)C)C(C2C=CC=CC=2P(C2CCCCC2)C2CCCCC2)=C(C(C)C)C=1)C.C(=O)([O-])[O-].[Cs+].[Cs+]>C1C=CC(/C=C/C(/C=C/C2C=CC=CC=2)=O)=CC=1.C1C=CC(/C=C/C(/C=C/C2C=CC=CC=2)=O)=CC=1.C1C=CC(/C=C/C(/C=C/C2C=CC=CC=2)=O)=CC=1.[Pd].[Pd]>[CH3:1][C:2]1[CH:7]=[CH:6][N:5]=[C:4]([NH:8][C:9]2[CH:14]=[C:13]([C:26]3[S:30][CH:29]=[N:28][CH:27]=3)[CH:12]=[C:11]([CH3:24])[CH:10]=2)[N:3]=1 |f:3.4.5,6.7.8.9.10|. Procedure details: A microwave vial was charged with Intermediate 18 (218 mg, 0.670 mmol), 5-bromo-1,3-thiazole (59.9 μL, 0.670 mmol), Pd2(dba)3 (30.7 mg, 0.034 mmol), X-Phos (32.0 mg, 0.067 mmol) and cesium carbonate (437 mg, 1.341 mmol). The system was purged and flushed with Ar(g) four times before adding dioxane (918 μL) and water (92 μL). Again, the system was purged and flushed five times before sealing the vial and heating at 100° C. LCMS showed ˜60% desired product, ˜35% de-borolated product and remaining ... The reactants are C1CCOC1, CCOC(C)=O, CSc1nc(Cl)c2ccsc2n1, O. Yields the product CS(=O)(=O)c1nc(Cl)c2ccsc2n1. As a reaction SMILES: [CH2:13]1[CH2:16][CH2:15][CH2:14][O:17]1.[CH3:19][CH2:20][O:21][C:22]([CH3:23])=[O:24].[Cl:1][c:2]1[c:3]2[c:4]([n:5][c:6]([S:8][CH3:9])[n:7]1)[s:10][cH:11][cH:12]2.[OH2:18]>>[Cl:1][c:2]1[c:3]2[c:4]([n:5][c:6]([S:8]([CH3:9])(=[O:17])=[O:18])[n:7]1)[s:10][cH:11][cH:12]2. The reactants are N#Cc1nn(-c2c(Cl)cc(C(F)(F)F)cc2Cl)cc1I, CN(C)C=O, C=C[Sn](CCCC)(CCCC)CCCC, O, c1ccc(P(c2ccccc2)(c2ccccc2)[Pd](P(c2ccccc2)(c2ccccc2)c2ccccc2)(P(c2ccccc2)(c2ccccc2)c2ccccc2)P(c2ccccc2)(c2ccccc2)c2ccccc2)cc1. Yields the product C=Cc1cn(-c2c(Cl)cc(C(F)(F)F)cc2Cl)nc1C#N. RXN SMILES: [C:1](#[N:2])[c:3]1[n:4][n:5](-[c:9]2[c:10]([Cl:20])[cH:11][c:12]([C:16]([F:17])([F:18])[F:19])[cH:13][c:14]2[Cl:15])[cH:6][c:7]1[I:8].[CH3:37][N:38]([CH3:39])[CH:40]=[O:41].[CH:21](=[CH2:22])[Sn:23]([CH2:24][CH2:25][CH2:26][CH3:27])([CH2:28][CH2:29][CH2:30][CH3:31])[CH2:32][CH2:33][CH2:34][CH3:35].[OH2:36].[cH:42]1[cH:43][cH:44][c:45]([P:46]([Pd:47]([P:48]([c:49]2[cH:50][cH:51][cH:52][cH:53][cH:54]2)([c:55]2[cH:56][cH:57][cH:58][cH:59][cH:60]2)[c:61]2[cH:62][cH:63][cH:64][cH:65][cH:66]2)([P:67]([c:68]2[cH:69][cH:70][cH:71][cH:72][cH:73]2)([c:74]2[cH:75][cH:76][cH:77][cH:78][cH:79]2)[c:80]2[cH:81][cH:82][cH:83][cH:84][cH:85]2)[P:86]([c:87]2[cH:88][cH:89][cH:90][cH:91][cH:92]2)([c:93]2[cH:94][cH:95][cH:96][cH:97][cH:98]2)[c:99]2[cH:100][cH:101][cH:102][cH:103][cH:104]2)([c:105]2[cH:106][cH:107][cH:108][cH:109][cH:110]2)[c:111]2[cH:112][cH:113][cH:114][cH:115][cH:116]2)[cH:117][cH:118]1>>[C:1](#[N:2])[c:3]1[n:4][n:5](-[c:9]2[c:10]([Cl:20])[cH:11][c:12]([C:16]([F:17])([F:18])[F:19])[cH:13][c:14]2[Cl:15])[cH:6][c:7]1[CH:21]=[CH2:22].